From a dataset of the Open Reaction Database (ORD), a public repository of structured organic reaction records. describe an organic reaction: reactants, conditions, products, and yield The reactants are ClC1=C2C=C(C(=NC2=NC=C1)C)OCC (5-chloro-3-ethoxy-2-methyl-1,8-naphthyridine), N1=C(C=CC=C1)OC1=CC=C(N)C=C1 (4-(2-pyridyloxy)aniline), Cl (hydrogen chloride). Solvent: IMS, IMS. Reaction conditions: time 8 hour. Yields the product O.O.O.Cl.Cl.C(C)OC=1C(=NC2=NC=CC(=C2C1)NC1=CC=C(C=C1)OC1=NC=CC=C1)C (3-ethoxy-2-methyl-5-[4-(2-pyridyloxy)anilino]-1,8-naphthyridine dihyrochloride trihydrate). Reaction SMILES: [Cl:1][C:2]1[CH:11]=[CH:10][N:9]=[C:8]2[C:3]=1[CH:4]=[C:5]([O:13][CH2:14][CH3:15])[C:6]([CH3:12])=[N:7]2.[N:16]1[CH:21]=[CH:20][CH:19]=[CH:18][C:17]=1[O:22][C:23]1[CH:29]=[CH:28][C:26]([NH2:27])=[CH:25][CH:24]=1.[ClH:30]>>[OH2:13].[OH2:22].[OH2:13].[ClH:1].[ClH:30].[CH2:14]([O:13][C:5]1[C:6]([CH3:12])=[N:7][C:8]2[C:3]([CH:4]=1)=[C:2]([NH:27][C:26]1[CH:25]=[CH:24][C:23]([O:22][C:17]3[CH:18]=[CH:19][CH:20]=[CH:21][N:16]=3)=[CH:29][CH:28]=1)[CH:11]=[CH:10][N:9]=2)[CH3:15] |f:3.4.5.6.7.8|. Procedure: A mixture of 5-chloro-3-ethoxy-2-methyl-1,8-naphthyridine (2.0 g) and 4-(2-pyridyloxy)aniline (1.67 g) in IMS (50 ml) was boiled under reflux for 3 hours and then allowed to stand at ambient temperature overnight. The mixture was evaporated under reduced pressure and the residue recrystallised from IMS to give a solid which was dissolved in hot IMS and then cooled in an ice bath while hydrogen chloride gas was bubbled through. The mixture was evaporated to dryness and the residue was recrystalli... The reactants are BrC=1C(=CC2=C(C3=NC(=CN3CCO2)C=2N(N=C(N2)C)C(C)C)C1)F (9-bromo-8-fluoro-2-(2-isopropyl-5-methyl-2H-[1,2,4]triazol-3-yl)-4,5-dihydro-6-oxa-1,3a-diazabenzo[e]azulene), C(C)(C)N1CCC(CC1)S (1-isopropylpiperidine-4-thiol), CC1(C2=C(C(=CC=C2)P(C3=CC=CC=C3)C4=CC=CC=C4)OC5=C(C=CC=C51)P(C6=CC=CC=C6)C7=CC=CC=C7)C (XantPhos), CCN(C(C)C)C(C)C (DIPEA). The reagents and catalysts are C=1C=CC(=CC1)/C=C/C(=O)/C=C/C2=CC=CC=C2.C=1C=CC(=CC1)/C=C/C(=O)/C=C/C2=CC=CC=C2.C=1C=CC(=CC1)/C=C/C(=O)/C=C/C2=CC=CC=C2.[Pd].[Pd] (Pd2(dba)3). Solvent: O1CCOCC1 (dioxane), C(Cl)Cl (DCM). Conditions: temperature 120 celsius. Product: FC1=CC2=C(C=3N(CCO2)C=C(N3)C3=NC(=NN3C(C)C)C)C=C1SC1CCN(CC1)C(C)C (9-fluoro-2-(1-isopropyl-3-methyl-1H-1,2,4-triazol-5-yl)-10-(1-isopropylpiperidin-4-ylthio)-5,6-dihydrobenzo[f]imidazo[1,2-d][1,4]oxazepine). Reaction SMILES: Br[C:2]1[C:3]([F:25])=[CH:4][C:5]2[O:14][CH2:13][CH2:12][N:11]3[C:7](=[N:8][C:9]([C:15]4[N:16]([CH:21]([CH3:23])[CH3:22])[N:17]=[C:18]([CH3:20])[N:19]=4)=[CH:10]3)[C:6]=2[CH:24]=1.[CH:26]([N:29]1[CH2:34][CH2:33][CH:32]([SH:35])[CH2:31][CH2:30]1)([CH3:28])[CH3:27].CC1(C)C2C(=C(P(C3C=CC=CC=3)C3C=CC=CC=3)C=CC=2)OC2C(P(C3C=CC=CC=3)C3C=CC=CC=3)=CC=CC1=2.CCN(C(C)C)C(C)C>O1CCOCC1.C(Cl)Cl.C1C=CC(/C=C/C(/C=C/C2C=CC=CC=2)=O)=CC=1.C1C=CC(/C=C/C(/C=C/C2C=CC=CC=2)=O)=CC=1.C1C=CC(/C=C/C(/C=C/C2C=CC=CC=2)=O)=CC=1.[Pd].[Pd]>[F:25][C:3]1[C:2]([S:35][CH:32]2[CH2:33][CH2:34][N:29]([CH:26]([CH3:28])[CH3:27])[CH2:30][CH2:31]2)=[CH:24][C:6]2[C:7]3[N:11]([CH:10]=[C:9]([C:15]4[N:16]([CH:21]([CH3:23])[CH3:22])[N:17]=[C:18]([CH3:20])[N:19]=4)[N:8]=3)[CH2:12][CH2:13][O:14][C:5]=2[CH:4]=1 |f:6.7.8.9.10|. Procedure: A mixture of 9-bromo-8-fluoro-2-(2-isopropyl-5-methyl-2H-[1,2,4]triazol-3-yl)-4,5-dihydro-6-oxa-1,3a-diazabenzo[e]azulene from Example 8 (300 mg, 0.738 mmol), 1-isopropylpiperidine-4-thiol (176 mg, 1.107 mmol), Pd2(dba)3 (34 mg, 5 mol %), XantPhos (43 mg, 10 mol %) and DIPEA (0.52 mL, 2.95 mmol) in dioxane (10 mL) was purged with nitrogen and then heated at 120° C. for 1 h using microwave irradiation. The crude reaction mixture was diluted with DCM (100 mL) and purified by column chromatography ...